Dataset: the Open Reaction Database (ORD), a public repository of structured organic reaction records. Task: describe an organic reaction: reactants, conditions, products, and yield The reactants are CC=1C=C(C=CC1)CCN (2-(3-methylphenyl)ethylamine), O (water), COC=1C=C(C(=O)O)C=CC1 (3-methoxybenzoic acid), C(=O)(N1C=NC=C1)N1C=NC=C1 (carbonyldiimidazole). Solvent: C1CCOC1 (THF), C1CCOC1 (THF). Run at time 1 hour. Product: COC=1C=C(C(=O)NCCC2=CC(=CC=C2)C)C=CC1 (N-(3-Methoxybenzoyl)-2-(3-methylphenyl)ethylamine). RXN SMILES: [CH3:1][O:2][C:3]1[CH:4]=[C:5]([CH:9]=[CH:10][CH:11]=1)[C:6]([OH:8])=O.C(N1C=CN=C1)(N1C=CN=C1)=O.[CH3:24][C:25]1[CH:26]=[C:27]([CH2:31][CH2:32][NH2:33])[CH:28]=[CH:29][CH:30]=1.O>C1COCC1>[CH3:1][O:2][C:3]1[CH:4]=[C:5]([CH:9]=[CH:10][CH:11]=1)[C:6]([NH:33][CH2:32][CH2:31][C:27]1[CH:28]=[CH:29][CH:30]=[C:25]([CH3:24])[CH:26]=1)=[O:8]. Reported procedure: A solution of 3-methoxybenzoic acid (5.2 g, 0.034 mol) and carbonyldiimidazole (5.5 g, 0.034 mol) in THF (200 ml) was stirred in a flask protected from moisture. To this solution was added 4.6 g (0.034 mol) of 2-(3-methylphenyl)ethylamine in a small volume of THF. Stirring was continued for 1 h and then the reaction mixture was poured into 500 ml of water and extracted twice with 100 ml portions of methylene chloride. The methylene chloride solution was washed with 5% HCl, 10% Na2CO3, and water.... The reactants are Brc1ccccn1, CC=O, CC(C)NC(C)C, [Li]CCCC, C1CCOC1. Yields the product CC(O)c1cccnc1Br. RXN SMILES: [Br:13][c:14]1[cH:15][cH:16][cH:17][cH:18][n:19]1.[CH:20]([CH3:21])=[O:22].[CH:6]([NH:7][CH:8]([CH3:9])[CH3:10])([CH3:11])[CH3:12].[Li:1][CH2:2][CH2:3][CH2:4][CH3:5].[O:23]1[CH2:24][CH2:25][CH2:26][CH2:27]1>>[Br:13][c:14]1[c:15]([CH:20]([CH3:21])[OH:22])[cH:16][cH:17][cH:18][n:19]1. The reactants are CCOC(=O)N=NC(=O)OCC, O=C(O)c1ccccc1, c1ccc(P(c2ccccc2)c2ccccc2)cc1, OC1CC(c2ccccc2)C1. RXN SMILES: [O:40]=[C:41]([O:42][CH2:43][CH3:44])[N:45]=[N:46][C:47]([O:48][CH2:49][CH3:50])=[O:51].[OH:31][C:32](=[O:33])[c:34]1[cH:35][cH:36][cH:37][cH:38][cH:39]1.[c:12]1([P:13]([c:14]2[cH:15][cH:16][cH:17][cH:18][cH:19]2)[c:20]2[cH:21][cH:22][cH:23][cH:24][cH:25]2)[cH:26][cH:27][cH:28][cH:29][cH:30]1.[c:1]1([CH:7]2[CH2:8][CH:9]([OH:11])[CH2:10]2)[cH:2][cH:3][cH:4][cH:5][cH:6]1>>[c:1]1([CH:7]2[CH2:8][CH:9]([O:11][C:32](=[O:31])[c:34]3[cH:35][cH:36][cH:37][cH:38][cH:39]3)[CH2:10]2)[cH:2][cH:3][cH:4][cH:5][cH:6]1. Product: O=C(OC1CC(c2ccccc2)C1)c1ccccc1. The reactants are [Na] (sodium), C(C)(C)O (isopropanol), ClC1=NC(=NC(=C1)Cl)C1=CC=C(C=C1)C (4,6-dichloro-2-p-tolylpyrimidine). Product: C1(=CC=C(C=C1)C1=NC(=CC(=N1)OC(C)C)OC(C)C)C (2-p-tolyl-4,6-bis-isopropoxypyrimidine). Reaction SMILES: [Na].Cl[C:3]1[CH:8]=[C:7](Cl)[N:6]=[C:5]([C:10]2[CH:15]=[CH:14][C:13]([CH3:16])=[CH:12][CH:11]=2)[N:4]=1.[CH:17]([OH:20])([CH3:19])[CH3:18]>>[C:13]1([CH3:16])[CH:14]=[CH:15][C:10]([C:5]2[N:6]=[C:7]([O:20][CH:17]([CH3:19])[CH3:18])[CH:8]=[C:3]([O:20][CH:17]([CH3:19])[CH3:18])[N:4]=2)=[CH:11][CH:12]=1 |^1:0|. Procedure: 21.16 g of sodium are dissolved in anhydrous isopropanol and to this solution are added 95.64 g of 4,6-dichloro-2-p-tolylpyrimidine at 60°-65° C. over 15 minutes. The mixture is then heated to the boil and refluxed for a further 4 hours to bring the reaction to completion. Excess isopropanol is then distilled off and the residual oil is taken up in chloroform. The chloroform layer is washed with water, dried over sodium sulfate, and filtered. The solvent is then distilled off, affording 112 g of... The reactants are [N+](=O)([O-])C1=CN=C(N1CCOC(C)=O)C1=NN=C2N1N=C(C=C2)Cl (3-(5-nitro-1-β-acetoxyethyl-2-imidazolyl)-6-chloro-s-triazolo[4,3-b]pyridazine), CN (methylamine), [N+](=O)([O-])C1=CN=C(N1CCOC(C)=O)C1=NN=C2N1N=C(C=C2)NC (3-(5-nitro-1-β-acetoxyethyl-2-imidazolyl)-6-methylamino-s-triazolo-[4,3-b]pyridazine). Run in O1CCOCC1 (dioxan). Conditions: time 1 hour. The product is [N+](=O)([O-])C1=CN=C(N1C)C1=NN=C2N1N=C(C=C2)N2CCCCC2 (3-(5-NITRO-1-METHYL-2-IMIDAZOLYL)-6-PIPERIDINO-S-TRIAZOLO[4,3-b]PYRIDAZINE). As a reaction SMILES: [N+:1]([C:4]1[N:8]([CH2:9]COC(=O)C)[C:7]([C:15]2[N:19]3[N:20]=[C:21](Cl)[CH:22]=[CH:23][C:18]3=[N:17][N:16]=2)=[N:6][CH:5]=1)([O-:3])=[O:2].CN.[N+](C1N(CCOC(=O)C)C(C2N3N=[C:47]([NH:50][CH3:51])[CH:48]=[CH:49][C:44]3=NN=2)=NC=1)([O-])=O>O1CCOCC1>[N+:1]([C:4]1[N:8]([CH3:9])[C:7]([C:15]2[N:19]3[N:20]=[C:21]([N:50]4[CH2:47][CH2:48][CH2:49][CH2:44][CH2:51]4)[CH:22]=[CH:23][C:18]3=[N:17][N:16]=2)=[N:6][CH:5]=1)([O-:3])=[O:2]. Procedure details: 0.42 g. crude 3-(5-nitro-1-β-acetoxyethyl-2-imidazolyl)-6-chloro-s-triazolo[4,3-b]pyridazine (see Example 14 for the preparation thereof) was dissolved in 3 ml. dioxan, mixed with 0.36 ml. 33 percent aqueous methylamine solution, maintained at 60° C. for half an hour, then evaporated in a vacuum at a bath temperature of 50° C. The residue was dissolved in 2 ml. isopropanol, left to stand for about one hour at ambient temperature and the precipitated crystals then filtered off with suction, washe... Product: COC(=O)c1cccc(C)c1[N+](=O)[O-]. Reaction SMILES: [CH3:14][OH:15].[CH3:16][CH2:17][O:18][C:19]([CH3:20])=[O:21].[CH3:1][c:2]1[c:3]([N+:11](=[O:12])[O-:13])[c:4]([C:5](=[O:6])[OH:7])[cH:8][cH:9][cH:10]1>>[CH3:1][c:2]1[c:3]([N+:11](=[O:12])[O-:13])[c:4]([C:5](=[O:6])[O:7][CH3:14])[cH:8][cH:9][cH:10]1. The reactants are CO, CCOC(C)=O, Cc1cccc(C(=O)O)c1[N+](=O)[O-].